This data is from the Open Reaction Database (ORD), a public repository of structured organic reaction records. The task is: describe an organic reaction: reactants, conditions, products, and yield The reactants are C(C)(C)(C)OC(NC1=C(C=C(C=C1)C(C)C)[N+](=O)[O-])=O ((4-Isopropyl-2-nitro-phenyl)-carbamic acid tert.-butyl ester). The reagents and catalysts are [Pd] (Pd/C). Product: C(C)(C)(C)OC(NC1=C(C=C(C=C1)C(C)C)N)=O ((2-Amino-4-isopropyl-phenyl)-carbamic acid tert.-butyl ester). Reaction SMILES: [C:1]([O:5][C:6](=[O:20])[NH:7][C:8]1[CH:13]=[CH:12][C:11]([CH:14]([CH3:16])[CH3:15])=[CH:10][C:9]=1[N+:17]([O-])=O)([CH3:4])([CH3:3])[CH3:2]>[Pd]>[C:1]([O:5][C:6](=[O:20])[NH:7][C:8]1[CH:13]=[CH:12][C:11]([CH:14]([CH3:15])[CH3:16])=[CH:10][C:9]=1[NH2:17])([CH3:3])([CH3:2])[CH3:4]. Procedure details: Prepared from (4-isopropyl-2-nitro-phenyl)-carbamic acid tert.-butyl ester (Example A2) by catalytic hydrogenation with Pd/C according to the general procedure G (method a). Obtained as a white solid (12.59 g). Starting materials: C(C1=CC=CC=C1)OC1=CC=C(C=C1)CC(C(=O)OC)Cl (methyl 3-[4-(benzyloxy)phenyl]-2-chloropropionate), O=S1(NC(C2=C1C=CC=C2)=S)=O (1,1-dioxo-1,2-benzoisothiazol-3(2H)-thione), [OH-].[Na+] (NaOH). Solvent: CO (methanol), CO (methanol). Product: O=S1(N=C(C2=C1C=CC=C2)SC(C(=O)OC)CC2=CC=C(C=C2)OCC2=CC=CC=C2)=O (Methyl 2-[(1,1-dioxo-1,2-benzoisothiazol-3-yl)thio]-3-(4-benzyloxyphenyl)propionate). Reaction SMILES: [CH2:1]([O:8][C:9]1[CH:14]=[CH:13][C:12]([CH2:15][CH:16](Cl)[C:17]([O:19][CH3:20])=[O:18])=[CH:11][CH:10]=1)[C:2]1[CH:7]=[CH:6][CH:5]=[CH:4][CH:3]=1.[O:22]=[S:23]1(=[O:33])[C:27]2[CH:28]=[CH:29][CH:30]=[CH:31][C:26]=2[C:25](=[S:32])[NH:24]1.[OH-].[Na+]>CO>[O:33]=[S:23]1(=[O:22])[C:27]2[CH:28]=[CH:29][CH:30]=[CH:31][C:26]=2[C:25]([S:32][CH:16]([CH2:15][C:12]2[CH:13]=[CH:14][C:9]([O:8][CH2:1][C:2]3[CH:7]=[CH:6][CH:5]=[CH:4][CH:3]=3)=[CH:10][CH:11]=2)[C:17]([O:19][CH3:20])=[O:18])=[N:24]1 |f:2.3|. Procedure: The solution of 0.3 g (0.001 mol) of methyl 3-[4-(benzyloxy)phenyl]-2-chloropropionate in methanol (2 ml) was added dropwise to the solution of 0.2 g (0.001 mol) 1,1-dioxo-1,2-benzoisothiazol-3(2H)-thione (thiosaccharine) and 0.04 g (0.001 mol) NaOH in methanol (3 ml). The solution thus obtained was heated at reflux for 5 h. The crude product obtained after evaporating the solvent was used without purification in the next step of the synthesis. Reactants: ClC1=C(C(=CC(=C1)OC=1C=C2C3(C(N(C2=CC1)C(C)=O)=O)CC3)F)C(F)(F)F (5'-[(2-chloro-α,α,α,6-tetrafluoro-p-tolyl)oxy]-1'-acetyl-spiro[cyclopropane -1,3'-indolin]-2'-one), OS(=O)(=O)O (H2SO4). Solvent: C(C)(=O)OCC (ethyl acetate), O (water). The product is ClC1=C(C(=CC(=C1)OC=1C=C2C3(C(NC2=CC1)=O)CC3)F)C(F)(F)F (5'-[(2-Chloro-α,α,α,6-tetrafluoro- p-tolyl)oxy]-spiro[cyclopropane-1,3'-indolin]-2'-one). RXN SMILES: [Cl:1][C:2]1[CH:7]=[C:6]([O:8][C:9]2[CH:10]=[C:11]3[C:15](=[CH:16][CH:17]=2)[N:14](C(=O)C)[C:13](=[O:21])[C:12]23[CH2:23][CH2:22]2)[CH:5]=[C:4]([F:24])[C:3]=1[C:25]([F:28])([F:27])[F:26].OS(O)(=O)=O>C(OCC)(=O)C.O>[Cl:1][C:2]1[CH:7]=[C:6]([O:8][C:9]2[CH:10]=[C:11]3[C:15](=[CH:16][CH:17]=2)[NH:14][C:13](=[O:21])[C:12]23[CH2:22][CH2:23]2)[CH:5]=[C:4]([F:24])[C:3]=1[C:25]([F:28])([F:27])[F:26]. Reported procedure: A mixture of 5'-[(2-chloro-α,α,α,6-tetrafluoro-p-tolyl)oxy]-1'-acetyl-spiro[cyclopropane -1,3'-indolin]-2'-one (0.60 g, 1.95 mmol), 5 mL of 1 N H2SO4 and tetrahydrafuran is heated at reflux for about 24 hours (until reaction is complete by gas chromatographic analysis). The reaction mixture is diluted with ethyl acetate and water and the phases are separated. The organic phase is dried (MgSO4) and concentrated in vacuo to give a residue. The residue is chromatographed using silica gel and ethyl ... Reactants: BrC1=NC=CC=C1 (2-bromopyridine), CC1(OB(OC1(C)C)C=1C=CC(=NC1)C(=O)OC)C (methyl 5-(4,4,5,5-tetramethyl-1,3,2-dioxaborolan-2-yl)-2-pyridinecarboxylate), C([O-])([O-])=O.[Na+].[Na+] (sodium carbonate), COCCOC (1,2-dimethoxyethane). The reagents and catalysts are Cl[Pd]([P](C1=CC=CC=C1)(C2=CC=CC=C2)C3=CC=CC=C3)([P](C4=CC=CC=C4)(C5=CC=CC=C5)C6=CC=CC=C6)Cl (bis(triphenylphosphine)palladium(II) chloride). Solvent: O (water), C(C)O (ethanol), CO (MeOH). Run at temperature 120 celsius. The product is N1=C(C=CC=C1)C=1C=NC(=CC1)C(=O)O (2,3′-Bipyridine-6′-carboxylic acid). The yield is 23.2%. Reaction SMILES: Br[C:2]1[CH:7]=[CH:6][CH:5]=[CH:4][N:3]=1.CC1(C)C(C)(C)OB([C:16]2[CH:17]=[CH:18][C:19]([C:22]([O:24]C)=[O:23])=[N:20][CH:21]=2)O1.C(=O)([O-])[O-].[Na+].[Na+].COCCOC>CO.Cl[Pd](Cl)([P](C1C=CC=CC=1)(C1C=CC=CC=1)C1C=CC=CC=1)[P](C1C=CC=CC=1)(C1C=CC=CC=1)C1C=CC=CC=1.O.C(O)C>[N:3]1[CH:4]=[CH:5][CH:6]=[CH:7][C:2]=1[C:16]1[CH:21]=[N:20][C:19]([C:22]([OH:24])=[O:23])=[CH:18][CH:17]=1 |f:2.3.4,^1:43,62|. Reported procedure: In a 5 ml microwave vial were added 2-bromopyridine (0.093 ml, 0.949 mmol), methyl 5-(4,4,5,5-tetramethyl-1,3,2-dioxaborolan-2-yl)-2-pyridinecarboxylate (300 mg, 1.139 mmol), bis(triphenylphosphine)palladium(II) chloride (133 mg, 0.190 mmol), sodium carbonate (302 mg, 2.85 mmol), 1,2-dimethoxyethane (1.5 ml), ethanol (1.000 ml) and water (0.500 ml). The reaction mixture was heated for 0.5 hours at 120° C. in the microwave. The mixture was diluted with MeOH and filtered through Celite®. The produ... Reactants: ClC1=C(C(=O)O)C=CC=C1F (2-chloro-3-fluorobenzoic acid), FC(C1(CC1)CC(CN)C=1C=NC(=NC1)C(F)(F)F)(F)F (3-(1-(trifluoromethyl)cyclopropyl)-2-(2-(trifluoromethyl)pyrimidin-5-yl)propan-1-amine). The product is ClC1=C(C(=O)NCC(CC2(CC2)C(F)(F)F)C=2C=NC(=NC2)C(F)(F)F)C=CC=C1F (2-chloro-3-fluoro-N-(3-(1-(trifluoromethyl)cyclopropyl)-2-(2-(trifluoromethyl)pyrimidin-5-yl)propyl)benzamide). RXN SMILES: [Cl:1][C:2]1[C:10]([F:11])=[CH:9][CH:8]=[CH:7][C:3]=1[C:4]([OH:6])=O.[F:12][C:13]([F:32])([F:31])[C:14]1([CH2:17][CH:18]([C:21]2[CH:22]=[N:23][C:24]([C:27]([F:30])([F:29])[F:28])=[N:25][CH:26]=2)[CH2:19][NH2:20])[CH2:16][CH2:15]1>>[Cl:1][C:2]1[C:10]([F:11])=[CH:9][CH:8]=[CH:7][C:3]=1[C:4]([NH:20][CH2:19][CH:18]([C:21]1[CH:22]=[N:23][C:24]([C:27]([F:30])([F:29])[F:28])=[N:25][CH:26]=1)[CH2:17][C:14]1([C:13]([F:12])([F:31])[F:32])[CH2:16][CH2:15]1)=[O:6]. Procedure: From 2-chloro-3-fluorobenzoic acid and 3-(1-(trifluoromethyl)cyclopropyl)-2-(2-(trifluoromethyl)pyrimidin-5-yl)propan-1-amine. LCMS (MH+): m/z=470.0, tR (minutes, Method F)=3.07